This data is from the Open Reaction Database (ORD), a public repository of structured organic reaction records. The task is: describe an organic reaction: reactants, conditions, products, and yield Starting materials: C1CCOC1, [N-]=[N+]=Nc1cc(Oc2ccc3c(c2)CCN3C(=O)Nc2cccc(C(F)(F)F)c2)ncn1. Product: Nc1cc(Oc2ccc3c(c2)CCN3C(=O)Nc2cccc(C(F)(F)F)c2)ncn1. Reaction SMILES: [CH2:33]1[O:34][CH2:35][CH2:36][CH2:37]1.[F:1][C:2]([c:3]1[cH:4][c:5]([NH:9][C:10](=[O:11])[N:12]2[CH2:13][CH2:14][c:15]3[cH:16][c:17]([O:21][c:22]4[n:23][cH:24][n:25][c:26]([N:28]=[N+:29]=[N-:30])[cH:27]4)[cH:18][cH:19][c:20]32)[cH:6][cH:7][cH:8]1)([F:31])[F:32]>>[F:1][C:2]([c:3]1[cH:4][c:5]([NH:9][C:10](=[O:11])[N:12]2[CH2:13][CH2:14][c:15]3[cH:16][c:17]([O:21][c:22]4[n:23][cH:24][n:25][c:26]([NH2:28])[cH:27]4)[cH:18][cH:19][c:20]32)[cH:6][cH:7][cH:8]1)([F:31])[F:32].